Dataset: the Open Reaction Database (ORD), a public repository of structured organic reaction records. Task: describe an organic reaction: reactants, conditions, products, and yield The reactants are CCOC(=O)c1csc(N2CCC(C(C)=O)C2)n1, C1COCCO1, CC[O-], CCO, Cl, [Na+]. Yields the product CCOC(=O)c1csc(N2CCC(O)C2)n1. RXN SMILES: [C:1](=[O:2])([CH3:3])[CH:4]1[CH2:5][N:6]([c:9]2[s:10][cH:11][c:12]([C:14](=[O:15])[O:16][CH2:17][CH3:18])[n:13]2)[CH2:7][CH2:8]1.[CH2:27]1[O:28][CH2:29][CH2:30][O:31][CH2:32]1.[CH3:20][CH2:21][O-:22].[CH3:24][CH2:25][OH:26].[ClH:23].[Na+:19]>>[CH:4]1([OH:22])[CH2:5][N:6]([c:9]2[s:10][cH:11][c:12]([C:14](=[O:15])[O:16][CH2:17][CH3:18])[n:13]2)[CH2:7][CH2:8]1. Reactants: COC(C(C1=CC=C(C=C1)OCCOC1=CC(=C(C(=C1)OC)OC)OC)=O)=O (4-[[2-(3,4,5-trimethoxyphenoxy)ethyl]oxy]-alpha-oxobenzeneacetic acid methyl ester), Cl (hydrochloric acid). Solvent: CO (methanol), [OH-].[Na+] (sodium hydroxide). The product is COC=1C=C(OCCOC2=CC=C(C=C2)C(C(=O)O)=O)C=C(C1OC)OC (4-[[2-(3,4,5-trimethoxyphenoxy)ethyl]oxy]-alpha-oxobenzeneacetic acid). Isolated yield 72.0%. RXN SMILES: C[O:2][C:3](=[O:28])[C:4](=[O:27])[C:5]1[CH:10]=[CH:9][C:8]([O:11][CH2:12][CH2:13][O:14][C:15]2[CH:20]=[C:19]([O:21][CH3:22])[C:18]([O:23][CH3:24])=[C:17]([O:25][CH3:26])[CH:16]=2)=[CH:7][CH:6]=1.Cl>CO.[OH-].[Na+]>[CH3:22][O:21][C:19]1[CH:20]=[C:15]([CH:16]=[C:17]([O:25][CH3:26])[C:18]=1[O:23][CH3:24])[O:14][CH2:13][CH2:12][O:11][C:8]1[CH:9]=[CH:10][C:5]([C:4](=[O:27])[C:3]([OH:28])=[O:2])=[CH:6][CH:7]=1 |f:3.4|. Procedure details: A mixture of 4-[[2-(3,4,5-trimethoxyphenoxy)ethyl]oxy]-alpha-oxobenzeneacetic acid methyl ester (0.9 g) in methanol and 0.5N sodium hydroxide (8 mL) was heated on the steam bath for 0.5 hours, chilled, and 2N hydrochloric acid (5 mL) added. The resulting solids were filtered, washed with water and then boiled in benzene to dry. Filtration, evaporation and crystallization from diethyl ether-hexane provided 0.625 g of colorless 4-[[2-(3,4,5-trimethoxyphenoxy)ethyl]oxy]-alpha-oxobenzeneacetic acid,... The reactants are C(C)(C)N(CC)C(C)C (diisopropylethylamine), C1(=CC=CC=C1)P(=O)(C1=CC=CC=C1)Cl (diphenylphosphoryl chloride), ice, C(C)(C)N(CC)C(C)C (diisopropylethylamine), Cl.CON=C1CCN(CC1)C(CS)=N (2-(4-methoxyiminopiperidin-1-yl)-2-iminoethylmercaptan hydrochloride), O[C@H](C)[C@@H]1[C@@H]2N(C(C(C2)=O)C(=O)OCC2=CC=C(C=C2)[N+](=O)[O-])C1=O (p-nitrobenzyl (5R, 6S)-6-[(1R)-1-hydroxyethyl]-2-oxo-1-carbapenam-3-carboxylate). The reagents and catalysts are [C].[Pd] (palladium-carbon). Solvent: CCOCC (ether), CS(=O)C (dimethylsulfoxide), C(C)#N (acetonitrile), O1CCCC1 (tetrahydrofuran), O (water), P(=O)([O-])([O-])[O-] (phosphate). Reaction conditions: time 1 hour. Product: CON=C1CCN(CC1)C(CSC=1C[C@H]2N(C1C(=O)O)C([C@@H]2[C@@H](C)O)=O)=N ((5R,6S)-2-[2-(4-Methoxyiminopiperidin-1-yl)-2-iminoethylthio]-6-[(1R)-1-hydroxyethyl]-1-carbapen-2-em-3-carboxylic acid). Yield: 4.4%. RXN SMILES: C(N(C(C)C)CC)(C)C.C1(P(Cl)(C2C=CC=CC=2)=O)C=CC=CC=1.[OH:25][C@@H:26]([C@H:28]1[C:48](=[O:49])[N:30]2[CH:31]([C:35]([O:37]CC3C=CC([N+]([O-])=O)=CC=3)=[O:36])[C:32](=O)[CH2:33][C@H:29]12)[CH3:27].Cl.[CH3:51][O:52][N:53]=[C:54]1[CH2:59][CH2:58][N:57]([C:60](=[NH:63])[CH2:61][SH:62])[CH2:56][CH2:55]1>C(#N)C.CS(C)=O.O1CCCC1.O.P([O-])([O-])([O-])=O.[C].[Pd].CCOCC>[CH3:51][O:52][N:53]=[C:54]1[CH2:59][CH2:58][N:57]([C:60](=[NH:63])[CH2:61][S:62][C:32]2[CH2:33][C@@H:29]3[C@@H:28]([C@H:26]([OH:25])[CH3:27])[C:48](=[O:49])[N:30]3[C:31]=2[C:35]([OH:37])=[O:36])[CH2:56][CH2:55]1 |f:3.4,10.11|. Procedure: 0.22 ml of diisopropylethylamine and 0.21 ml of diphenylphosphoryl chloride was added dropwise to an ice-cooled solution of 363 mg of p-nitrobenzyl (5R, 6S)-6-[(1R)-1-hydroxyethyl]-2-oxo-1-carbapenam-3-carboxylate in 5 ml of anhydrous acetonitrile, and the mixture was stirred for one hour with ice-cooling. A solution of 0.18 ml of diisopropylethylamine and 394 mg of 2-(4-methoxyiminopiperidin-1-yl)-2-iminoethylmercaptan hydrochloride in 3 ml of dimethylsulfoxide was then added dropwise to the mi...